From a dataset of the Open Reaction Database (ORD), a public repository of structured organic reaction records. describe an organic reaction: reactants, conditions, products, and yield The reactants are BrC1=CC=C2C=C(N=CC2=C1)NC(=O)C1CC1 (N-(7-bromoisoquinolin-3-yl)cyclopropanecarboxamide), ClC1=CC(=C(C=N1)B(O)O)C (6-chloro-4-methylpyridin-3-ylboronic acid), C([O-])([O-])=O.[Na+].[Na+] (sodium carbonate). The reagents and catalysts are CC(C)(C)P(C1=CC=C(C=C1)N(C)C)C(C)(C)C.CC(C)(C)P(C1=CC=C(C=C1)N(C)C)C(C)(C)C.Cl[Pd]Cl (bis(di-tert-butyl(4-dimethylaminophenyl)phosphine)dichloropalladium(II)). The solvent is C(C)#N (acetonitrile), C(C)(=O)OCC (ethyl acetate). Run at temperature 120 celsius. Product: ClC1=CC(=C(C=N1)C1=CC=C2C=C(N=CC2=C1)NC(=O)C1CC1)C (N-(7-(6-chloro-4-methylpyridin-3-yl)isoquinolin-3-yl)cyclopropanecarboxamide). The yield is 84.4%. Reaction SMILES: Br[C:2]1[CH:11]=[C:10]2[C:5]([CH:6]=[C:7]([NH:12][C:13]([CH:15]3[CH2:17][CH2:16]3)=[O:14])[N:8]=[CH:9]2)=[CH:4][CH:3]=1.[Cl:18][C:19]1[N:24]=[CH:23][C:22](B(O)O)=[C:21]([CH3:28])[CH:20]=1.C(=O)([O-])[O-].[Na+].[Na+]>C(#N)C.C(OCC)(=O)C.CC(P(C(C)(C)C)C1C=CC(N(C)C)=CC=1)(C)C.CC(P(C(C)(C)C)C1C=CC(N(C)C)=CC=1)(C)C.Cl[Pd]Cl>[Cl:18][C:19]1[N:24]=[CH:23][C:22]([C:2]2[CH:11]=[C:10]3[C:5]([CH:6]=[C:7]([NH:12][C:13]([CH:15]4[CH2:17][CH2:16]4)=[O:14])[N:8]=[CH:9]3)=[CH:4][CH:3]=2)=[C:21]([CH3:28])[CH:20]=1 |f:2.3.4,7.8.9|. Procedure: A mixture of N-(7-bromoisoquinolin-3-yl)cyclopropanecarboxamide (300 mg, 1.0 mmol), 6-chloro-4-methylpyridin-3-ylboronic acid (350 mg, 2.1 mmol), bis(di-tert-butyl(4-dimethylaminophenyl)phosphine)dichloropalladium(II) (56 mg, 0.08 mmol), and saturated aqueous sodium carbonate (0.5 mL) in acetonitrile (5 mL) was heated under microwave irradiation (Biotage, 200 watts) at 120° C. for 20 minutes. The cooled reaction mixture was diluted with ethyl acetate (50 mL) and washed with water (50 mL). The or... Reactants: ClC=1N=C(C(=NC1Cl)N)OC (5,6-dichloro-3-methoxy-2-pyrazinamine), ClC=1C=C(C=CC1)S(=O)(=O)Cl (3-chlorobenzenesulphonyl chloride). Product: ClC=1C=C(C=CC1)S(=O)(=O)NC1=NC(=C(N=C1OC)Cl)Cl (3-Chloro-N-(5,6-dichloro-3-methoxy-2-pyrazinyl)benzenesulphonamide). As a reaction SMILES: [Cl:1][C:2]1[N:3]=[C:4]([O:10][CH3:11])[C:5]([NH2:9])=[N:6][C:7]=1[Cl:8].[Cl:12][C:13]1[CH:14]=[C:15]([S:19](Cl)(=[O:21])=[O:20])[CH:16]=[CH:17][CH:18]=1>>[Cl:12][C:13]1[CH:14]=[C:15]([S:19]([NH:9][C:5]2[C:4]([O:10][CH3:11])=[N:3][C:2]([Cl:1])=[C:7]([Cl:8])[N:6]=2)(=[O:21])=[O:20])[CH:16]=[CH:17][CH:18]=1. Procedure details: Prepared by the method of Example 1 (reaction performed at room temperature) using 5,6-dichloro-3-methoxy-2-pyrazinamine (0.1 g) and 3-chlorobenzenesulphonyl chloride (0.13 g). Yield 0.047 g. The reactants are [OH-].[Na+] (sodium hydroxide), FC(C1=NC(=NC=C1C(=O)OCC)C(C(F)(F)F)(F)F)F (ethyl 4-(difluoromethyl)-2-(pentafluoroethyl)pyrimidine-5-carboxylate), Cl (hydrochloric acid). The solvent is C(C)O (ethanol). Run at time 4 hour. Yields the product FC(C1=NC(=NC=C1C(=O)O)C(C(F)(F)F)(F)F)F (4-(Difluoromethyl)-2-(pentafluoroethyl)pyrimidine-5-carboxylic acid). Reaction SMILES: [F:1][CH:2]([F:21])[C:3]1[C:8]([C:9]([O:11]CC)=[O:10])=[CH:7][N:6]=[C:5]([C:14]([F:20])([F:19])[C:15]([F:18])([F:17])[F:16])[N:4]=1.[OH-].[Na+].Cl>C(O)C>[F:21][CH:2]([F:1])[C:3]1[C:8]([C:9]([OH:11])=[O:10])=[CH:7][N:6]=[C:5]([C:14]([F:20])([F:19])[C:15]([F:16])([F:17])[F:18])[N:4]=1 |f:1.2|. Reported procedure: 1.15 g (3.59 mmol) of ethyl 4-(difluoromethyl)-2-(pentafluoroethyl)pyrimidine-5-carboxylate are dissolved in 4 ml of ethanol. 5.39 ml (10.8 mmol) of 2M sodium hydroxide solution are added and the reaction mixture is stirred for four hours at room temperature. 2M hydrochloric acid is added to establish a pH of 2-3. The resulting solid is filtered off with suction, washed with a small amount of water and triturated with cyclohexane. This gives 870 mg of 4-(difluoromethyl)-2-(pentafluoroethyl)pyrim... Reactants: BrC=1C(=C(C=CC1)C1=CCC(CC1)N(C)C)F ((4-(3-bromo-2-fluoro-phenyl)-cyclohex-3-enyl)-dimethyl-amine), C(C1=CC=CC=C1)(C1=CC=CC=C1)=N (benzophenone imine), CC(C)([O-])C.[Na+] (sodium t-butoxide), C1(=CC=CC=C1)C (toluene). The reagents and catalysts are C=1C=CC(=CC1)/C=C/C(=O)/C=C/C2=CC=CC=C2.C=1C=CC(=CC1)/C=C/C(=O)/C=C/C2=CC=CC=C2.C=1C=CC(=CC1)/C=C/C(=O)/C=C/C2=CC=CC=C2.[Pd].[Pd] (tris(dibenzylideneacetone)dipalladium(0)), C=1C=CC(=CC1)P(C=2C=CC=CC2)C3=CC=C4C=CC=CC4=C3C5=C6C=CC=CC6=CC=C5P(C=7C=CC=CC7)C=8C=CC=CC8 (BINAP). Solvent: CO (MeOH). Product: C(C1=CC=CC=C1)(C1=CC=CC=C1)=NC1=C(C(=CC=C1)C1=CCC(CC1)N(C)C)F (benzhydrylidene-(3-(4-dimethylamino-cyclohex-1-enyl)-2-fluoro-phenyl)-amine). Yield: 87.7%. RXN SMILES: Br[C:2]1[C:3]([F:17])=[C:4]([C:8]2[CH2:13][CH2:12][CH:11]([N:14]([CH3:16])[CH3:15])[CH2:10][CH:9]=2)[CH:5]=[CH:6][CH:7]=1.[C:18](=[NH:31])([C:25]1[CH:30]=[CH:29][CH:28]=[CH:27][CH:26]=1)[C:19]1[CH:24]=[CH:23][CH:22]=[CH:21][CH:20]=1.CC(C)([O-])C.[Na+].C1(C)C=CC=CC=1>CO.C1C=CC(/C=C/C(/C=C/C2C=CC=CC=2)=O)=CC=1.C1C=CC(/C=C/C(/C=C/C2C=CC=CC=2)=O)=CC=1.C1C=CC(/C=C/C(/C=C/C2C=CC=CC=2)=O)=CC=1.[Pd].[Pd].C1C=CC(P(C2C(C3C(P(C4C=CC=CC=4)C4C=CC=CC=4)=CC=C4C=3C=CC=C4)=C3C(C=CC=C3)=CC=2)C2C=CC=CC=2)=CC=1>[C:18](=[N:31][C:2]1[CH:7]=[CH:6][CH:5]=[C:4]([C:8]2[CH2:13][CH2:12][CH:11]([N:14]([CH3:16])[CH3:15])[CH2:10][CH:9]=2)[C:3]=1[F:17])([C:25]1[CH:26]=[CH:27][CH:28]=[CH:29][CH:30]=1)[C:19]1[CH:24]=[CH:23][CH:22]=[CH:21][CH:20]=1 |f:2.3,6.7.8.9.10|. Procedure details: Combine (4-(3-bromo-2-fluoro-phenyl)-cyclohex-3-enyl)-dimethyl-amine (preparation 7, 1.70 g, 6.84 mmol), benzophenone imine (1.24 g, 6.84 mmol), tris(dibenzylideneacetone)dipalladium(0) (0.104 g, 0.11 mmol), racemic BINAP (0.142 g, 0.228 mmol), and sodium t-butoxide (0.767 g, 0.8 mmol) with toluene (5 mL) and heat at reflux for 2 hr. Dissolve the reaction mixture in MeOH and filter through a SCX column (Bond Elut™, 10 g), wash with MeOH, elute the product with 2M NH3 in MeOH, evaporate the solve... The reactants are BrC1=CC=C(C=C1)/C(=C/C(=O)C1=CC=C(C=C1)C)/C(F)(F)F ((Z)-3-(4-Bromophenyl)-4,4,4-trifluoro-1-p-tolylbut-2-en-1-one), [NH4+].[OH-] (NH4OH), [NH4+].[OH-] (NH4OH). Solvent: CS(=O)C (DMSO), CS(=O)C (DMSO), CS(=O)C (DMSO). Conditions: time 16 hour. Yields the product NC(CC(=O)C1=CC=C(C=C1)C)(C(F)(F)F)C1=CC=C(C=C1)Br (3-Amino-3-(4-bromophenyl)-4,4,4-trifluoro-1-p-tolylbutan-1-one). Yield: 100.0%. Reaction SMILES: [Br:1][C:2]1[CH:7]=[CH:6][C:5](/[C:8](/[C:19]([F:22])([F:21])[F:20])=[CH:9]/[C:10]([C:12]2[CH:17]=[CH:16][C:15]([CH3:18])=[CH:14][CH:13]=2)=[O:11])=[CH:4][CH:3]=1.[NH4+:23].[OH-]>CS(C)=O>[NH2:23][C:8]([C:5]1[CH:6]=[CH:7][C:2]([Br:1])=[CH:3][CH:4]=1)([C:19]([F:20])([F:21])[F:22])[CH2:9][C:10]([C:12]1[CH:17]=[CH:16][C:15]([CH3:18])=[CH:14][CH:13]=1)=[O:11] |f:1.2|. Procedure details: To a solution of Intermediate 3A (1.53 g, 4.14 mmol) in DMSO (23 mL) was added 15 N aq NH4OH (10 mL). The reaction vessel was sealed and the reaction was stirred at rt for 16 h. Additional DMSO (3 mL) and 15 N aq NH4OH (1 mL) were added and the reaction was stirred at rt for 16 h. Addition of DMSO (4 mL) was repeated and the reaction was stirred for another 16 h. The solution was concentrated in vacuo followed by lyophilization to provide Intermediate 3B (1.8 g, 100%) as a brown oil. LCMS Anal. ... Starting materials: O=C([O-])[O-], CC(c1c[nH]c2cccc(O)c12)C1OC(N(C)C)=NC1=O, CN(C)C=O, [K+], [K+], O. The product is COc1cccc2[nH]cc(C(C)C3OC(N(C)C)=NC3=O)c12. Reaction SMILES: [C:27](=[O:28])([O-:29])[O-:30].[CH3:1][N:2]([C:3]1=[N:7][C:6](=[O:8])[CH:5]([CH:9]([CH3:10])[c:11]2[cH:12][nH:13][c:14]3[cH:15][cH:16][cH:17][c:18]([OH:20])[c:19]23)[O:4]1)[CH3:21].[CH3:22][N:23]([CH3:24])[CH:25]=[O:26].[K+:31].[K+:32].[OH2:33]>>[CH3:1][N:2]([C:3]1=[N:7][C:6](=[O:8])[CH:5]([CH:9]([CH3:10])[c:11]2[cH:12][nH:13][c:14]3[cH:15][cH:16][cH:17][c:18]([O:20][CH3:22])[c:19]23)[O:4]1)[CH3:21].